This data is from the Open Reaction Database (ORD), a public repository of structured organic reaction records. The task is: describe an organic reaction: reactants, conditions, products, and yield Reactants: BrC1=C2CCC(C2=CC=C1F)=O (4-bromo-5-fluoro-2,3-dihydro-1H-inden-1-one), COC=1C=CC=C(C1C=2C=CC=CC2P(C3CCCCC3)C4CCCCC4)OC (S-phos), CN(C)C=O (DMF). The reagents and catalysts are C=1C=CC(=CC1)/C=C/C(=O)/C=C/C2=CC=CC=C2.C=1C=CC(=CC1)/C=C/C(=O)/C=C/C2=CC=CC=C2.C=1C=CC(=CC1)/C=C/C(=O)/C=C/C2=CC=CC=C2.[Pd].[Pd] (Pd2(dba)3), [C-]#N.[Zn+2].[C-]#N (zinc cyanide). Solvent: O (Water). Reaction conditions: temperature 175 celsius. The product is FC1=C(C=2CCC(C2C=C1)=O)C#N (5-fluoro-1-oxo-2,3-dihydro-1H-indene-4-carbonitrile). As a reaction SMILES: Br[C:2]1[C:10]([F:11])=[CH:9][CH:8]=[C:7]2[C:3]=1[CH2:4][CH2:5][C:6]2=[O:12].COC1C=CC=C(OC)C=1C1C=CC=CC=1P(C1CCCCC1)C1CCCCC1.[CH3:42][N:43](C=O)C>C1C=CC(/C=C/C(/C=C/C2C=CC=CC=2)=O)=CC=1.C1C=CC(/C=C/C(/C=C/C2C=CC=CC=2)=O)=CC=1.C1C=CC(/C=C/C(/C=C/C2C=CC=CC=2)=O)=CC=1.[Pd].[Pd].[C-]#N.[Zn+2].[C-]#N.O>[F:11][C:10]1[CH:9]=[CH:8][C:7]2[C:6](=[O:12])[CH2:5][CH2:4][C:3]=2[C:2]=1[C:42]#[N:43] |f:3.4.5.6.7,8.9.10|. Procedure details: To a microwave tube charged with 4-bromo-5-fluoro-2,3-dihydro-1H-inden-1-one (500 mg, 2.2 mmol) and a stir bar was added Pd2(dba)3 (40.0 mg, 0.044 mmol), S-phos (45 mg, 0.11 mmol), zinc cyanide (333 mg, 2.84 mmol), DMF (15 mL), and Water (0.15 mL). The tube was sealed, and purged three times with nitrogen. The reaction was then heated to 175° C. for 3 minutes in a microwave reactor. TLC showed formation of the desired product, along with a small amount of the dimethylaniline adduct. The crude pr... Reactants: CC(C)(C)c1ccc(CCl)cc1, O=C([O-])[O-], CC(C)=O, COC(=O)c1cc(F)ccc1O, [I-], [K+], [K+], [K+]. Yields the product COC(=O)c1cc(F)ccc1OCc1ccc(C(C)(C)C)cc1. As a reaction SMILES: [C:13]([CH3:14])([CH3:15])([CH3:16])[c:17]1[cH:18][cH:19][c:20]([CH2:21][Cl:22])[cH:23][cH:24]1.[C:25](=[O:26])([O-:27])[O-:28].[CH3:33][C:34](=[O:35])[CH3:36].[F:1][c:2]1[cH:3][cH:4][c:5]([OH:12])[c:6]([C:7](=[O:8])[O:9][CH3:10])[cH:11]1.[I-:32].[K+:29].[K+:30].[K+:31]>>[F:1][c:2]1[cH:3][cH:4][c:5]([O:12][CH2:21][c:20]2[cH:19][cH:18][c:17]([C:13]([CH3:14])([CH3:15])[CH3:16])[cH:24][cH:23]2)[c:6]([C:7](=[O:8])[O:9][CH3:10])[cH:11]1. Starting materials: C(C1CO1)OC1=CC=CC=C1 (Phenyl glycidyl ether), CC1=NC=2N(C(=C1)NCCN)N=CN2 (5-methyl-7-(2-aminoethylamino)-s-triazolo[1,5-a]pyrimidine), O (water). Solvent: CS(=O)C (dimethyl sulphoxide). Conditions: time 48 hour. Product: O(C1=CC=CC=C1)CC(CNCCNC1=CC(=NC=2N1N=CN2)C)O (1-Phenoxy-3-[2-(5-methyl-s-triazolo[1,5-a]pyrimidin-7-ylamino)-ethylamino]-propan-2-ol). As a reaction SMILES: [CH2:1]([O:5][C:6]1[CH:11]=[CH:10][CH:9]=[CH:8][CH:7]=1)[CH:2]1[O:4][CH2:3]1.[CH3:12][C:13]1[CH:18]=[C:17]([NH:19][CH2:20][CH2:21][NH2:22])[N:16]2[N:23]=[CH:24][N:25]=[C:15]2[N:14]=1.O>CS(C)=O>[O:5]([CH2:1][CH:2]([OH:4])[CH2:3][NH:22][CH2:21][CH2:20][NH:19][C:17]1[N:16]2[N:23]=[CH:24][N:25]=[C:15]2[N:14]=[C:13]([CH3:12])[CH:18]=1)[C:6]1[CH:11]=[CH:10][CH:9]=[CH:8][CH:7]=1. Reported procedure: 3.6 g. Phenyl glycidyl ether and 9.0 g. 5-methyl-7-(2-aminoethylamino)-s-triazolo[1,5-a]pyrimidine are dissolved in dimethyl sulphoxide and left to stand for 48 hours at 45° C. The reaction mixture is then poured into water, extracted with methylene chloride, dried and purified chromatographically in the manner described in Example 28. There are obtained 2.0 g. (24% of theory) of the desired product in the form of colorless crystals; m.p. 126°-127° C., after recrystallization from isopropyl alco... RXN SMILES: [CH2:13]([CH2:14][CH2:15][CH2:16][CH2:17][CH3:18])[NH2:19].[Cl:20][CH2:21][CH2:22][N:23]=[C:24]=[O:25].[O:1]=[CH:2][CH:3]([OH:4])[CH:5]([OH:6])[CH:7]([OH:8])[CH:9]([OH:10])[CH2:11][OH:12]>>[CH:2]1([N:19]([CH2:13][CH2:14][CH2:15][CH2:16][CH2:17][CH3:18])[C:24]([NH:23][CH2:22][CH2:21][Cl:20])=[O:25])[CH:3]([OH:4])[CH:5]([OH:6])[CH:7]([OH:8])[CH:9]([CH2:11][OH:12])[O:10]1. Yields the product CCCCCCN(C(=O)NCCCl)C1OC(CO)C(O)C(O)C1O. Starting materials: CCCCCCN, O=C=NCCCl, O=CC(O)C(O)C(O)C(O)CO. Reactants: resultant precipitate, C(C)(C)(C)OC(=O)N(N)C1=CC=C(C=C1)C#N (N-(4-Cyano-phenyl)-hydrazinecarboxylic acid tert-butyl ester), C(C)(C)(C)OC(=O)N(N)C1=CC=C(C=C1)C#N (N-(4-cyano-phenyl)-hydrazinecarboxylic acid tert-butyl ester), O1CCOCC1 (Dioxane), Cl (HCl). The solvent is C(Cl)Cl (DCM). Product: Cl.N(N)C1=CC=C(C#N)C=C1 (4-Hydrazino-benzonitrile hydrochloride). Reaction SMILES: C(OC([N:8]([C:10]1[CH:15]=[CH:14][C:13]([C:16]#[N:17])=[CH:12][CH:11]=1)[NH2:9])=O)(C)(C)C.O1CCOCC1.[ClH:24]>C(Cl)Cl>[ClH:24].[NH:8]([C:10]1[CH:15]=[CH:14][C:13]([C:16]#[N:17])=[CH:12][CH:11]=1)[NH2:9] |f:4.5|. Procedure details: Title compound 52A, N-(4-cyano-phenyl)-hydrazinecarboxylic acid tert-butyl ester (0.23 g, 1.0 eq, 0.99 mmol) was suspended in a mixture of 4M HCl in Dioxane (4.2 ml, 17.0 eq, 16.8 mmol) and DCM (5 ml). The mixture was then stirred at room temperature for 18 hours The resultant precipitate was isolated by filtration and washed with DCM to yield the title compound as a cream solid. (0.14 g, 0.8 mmol, 85%). 1H NMR (DMSO) 400 MHz: Indicates product in >95% purity